Task: describe an organic reaction: reactants, conditions, products, and yield. Dataset: the Open Reaction Database (ORD), a public repository of structured organic reaction records The reactants are CC(=O)N1CCC(C)C(NCc2ccccc2)CC1, CCOC(C)=O, Cl. The product is CC(=O)N1CCC(C)C(N)CC1. Reaction SMILES: [CH2:1]([c:2]1[cH:3][cH:4][cH:5][cH:6][cH:7]1)[NH:8][CH:9]1[CH2:10][CH2:11][N:12]([C:17]([CH3:18])=[O:19])[CH2:13][CH2:14][CH:15]1[CH3:16].[CH3:21][CH2:22][O:23][C:24]([CH3:25])=[O:26].[ClH:20]>>[NH2:8][CH:9]1[CH2:10][CH2:11][N:12]([C:17]([CH3:18])=[O:19])[CH2:13][CH2:14][CH:15]1[CH3:16]. Reactants: Cl.NC1=C(C(=C(C(=C1)Cl)C)Cl)O (2-amino-5-methyl-4,6-dichloro-phenol hydrochloride), C(C)(=O)Cl (acetyl chloride), C(C)N(C1=CC=CC=C1)CC (N,N-diethylaniline), CC(=O)C (acetone). Solvent: O (water). Product: C(C)(=O)NC1=C(C(=C(C(=C1)Cl)C)Cl)O (2-acetylamino-5-methyl-4,6-dichloro-phenol). As a reaction SMILES: Cl.[NH2:2][C:3]1[CH:8]=[C:7]([Cl:9])[C:6]([CH3:10])=[C:5]([Cl:11])[C:4]=1[OH:12].C(N(CC)C1C=CC=CC=1)C.[CH3:24][C:25](C)=[O:26].C(Cl)(=O)C>O>[C:25]([NH:2][C:3]1[CH:8]=[C:7]([Cl:9])[C:6]([CH3:10])=[C:5]([Cl:11])[C:4]=1[OH:12])(=[O:26])[CH3:24] |f:0.1|. Procedure details: To a mixture of 68.4 g. of 2-amino-5-methyl-4,6-dichloro-phenol hydrochloride and 96 ml. of N,N-diethylaniline in 750 ml. of acetone, 23.4 ml. of acetyl chloride were added slowly by keeping the temperature under 20° C. At the end, the reaction mixture was heated to reflux for an hour. After cooling, the solution was poured into water; the solid product, thus obtained, was collected on a buckner, washed with water until the washings were neutral and dried in a desicator at 50° C. The raw product... Reactants: CC1=NNC(=C1CC1=C(C=CC=C1)C)N (3-methyl-4-(2-methylbenzyl)-1H-pyrazol-5-amine), O=C(CC(=O)OCC)C1=CC=NC=C1 (ethyl 3-oxo-3-(pyridin-4-yl)propanoate), C(C)(=O)O (acetic acid). Product: C(C)(=O)OC1=CC(=NC=2N1N=C(C2CC2=C(C=CC=C2)C)C)C2=CC=NC=C2 (2-methyl-3-(2-methylbenzyl)-5-(pyridin-4-yl)pyrazolo[1,5-a]pyrimidin-7-ol acetate). The yield is 69.0%. Reaction SMILES: [CH3:1][C:2]1[C:6]([CH2:7][C:8]2[CH:13]=[CH:12][CH:11]=[CH:10][C:9]=2[CH3:14])=[C:5]([NH2:15])[NH:4][N:3]=1.O=[C:17]([C:24]1[CH:29]=[CH:28][N:27]=[CH:26][CH:25]=1)[CH2:18][C:19]([O:21][CH2:22][CH3:23])=O.C(O)(=[O:32])C>>[C:22]([O:21][C:19]1[N:4]2[N:3]=[C:2]([CH3:1])[C:6]([CH2:7][C:8]3[CH:13]=[CH:12][CH:11]=[CH:10][C:9]=3[CH3:14])=[C:5]2[N:15]=[C:17]([C:24]2[CH:29]=[CH:28][N:27]=[CH:26][CH:25]=2)[CH:18]=1)(=[O:32])[CH3:23]. Procedure: A solution of 3-methyl-4-(2-methylbenzyl)-1H-pyrazol-5-amine (3.005 g, 14.93 mmol) and ethyl 3-oxo-3-(pyridin-4-yl)propanoate (3.17 g, 16.42 mmol) in acetic acid (50 mL) was stirred under reflux for 48 h. After cooled to room temperature, the mixture was concentrated. The residue was diluted with ethyl acetate (30 mL). The resulting precipitate was filtered, washed with ethyl acetate, dried in vacuo to give the titled product (4.02 g, 69%); LC/MS: MS (ES+) m/e 331 (MH+); 1H NMR (300 MHz, DMSO-d6... Reactants: CCN=C=NCCCN(C)C (WSC), C(CCC#C)(=O)O (4-Pentynoic acid), CN1CCNCC1 (N-methylpiperazine), C=1C=CC2=C(C1)N=NN2O (HOBt). Solvent: CN(C)C=O (DMF). Product: CN1CCN(CC1)C(CCC#C)=O (1-(4-methylpiperazin-1-yl)pent-4-yn-1-one). Isolated yield 28.3%. Reaction SMILES: [C:1]([OH:7])(=O)[CH2:2][CH2:3][C:4]#[CH:5].[CH3:8][N:9]1[CH2:14][CH2:13][NH:12][CH2:11][CH2:10]1.C1C=CC2N(O)N=NC=2C=1.CCN=C=NCCCN(C)C>CN(C=O)C>[CH3:8][N:9]1[CH2:14][CH2:13][N:12]([C:1](=[O:7])[CH2:2][CH2:3][C:4]#[CH:5])[CH2:11][CH2:10]1. Procedure: 4-Pentynoic acid (1.03 g) and N-methylpiperazine (1.0 g) was dissolved in 30 mL of DMF, 1.6 g of HOBt was added to the solution at ice temperature under stirring. After the mixture was stirred at same temperature for 15 minutes, additionally 2.3 g of WSC was added, and the solution was stirred at room temperature overnight. The DMF was removed under reduced pressure from the reaction mixture, then water was added to the residue and the mixture was extracted with ethyl acetate. The organic layer ...